This data is from the Open Reaction Database (ORD), a public repository of structured organic reaction records. The task is: describe an organic reaction: reactants, conditions, products, and yield The reactants are C(C)(C)(C)OC(=O)C=1OC2=C(C1C)C(=CC=C2)O (4-hydroxy-3-methyl-benzofuran-2-carboxylic acid tert-butyl ester). Solvent: C(=O)(C(F)(F)F)O.C(Cl)Cl (TFA methylene chloride). Product: OC1=CC=CC2=C1C(=C(O2)C(=O)O)C (4-Hydroxy-3-methyl-benzofuran-2-carboxylic acid). RXN SMILES: C([O:5][C:6]([C:8]1[O:9][C:10]2[CH:17]=[CH:16][CH:15]=[C:14]([OH:18])[C:11]=2[C:12]=1[CH3:13])=[O:7])(C)(C)C>C(O)(C(F)(F)F)=O.C(Cl)Cl>[OH:18][C:14]1[C:11]2[C:12]([CH3:13])=[C:8]([C:6]([OH:7])=[O:5])[O:9][C:10]=2[CH:17]=[CH:16][CH:15]=1 |f:1.2|. Procedure details: 4-Hydroxy-3-methyl-benzofuran-2-carboxylic acid tert-butyl ester (Example 156, Step 2) was dissolved in a 40% TFA/methylene chloride solution at room temperature for 4 hours. 4-Hydroxy-3-methyl-benzofuran-2-carboxylic acid was isolated as a white powder by evaporation of the solvent. The reactants are C([O-])([O-])=O.[Na+].[Na+] (sodium carbonate), [I-].[Na+] (sodium iodide), ClCCCC1(OCCO1)C1CCCCC1 (2-(3-chloropropyl)-2-cyclohexyl-1,3-dioxolane), CC1NCC(CC1C1=CC=C(C=C1)O)C (2,5-dimethyl-3-(4-hydroxyphenyl)piperidine). The solvent is CN(C=O)C (dimethylformamide). Run at temperature 80 celsius, time 16 hour. Yields the product C1(CCCCC1)C(CCCN1C(C(CC(C1)C)C1=CC=C(C=C1)O)C)=O (1-(4-cyclohexyl-4 -oxobutyl)-2,5-dimethyl-3-(4-hydroxyphenyl)piperidine). Yield: 40.4%. RXN SMILES: C(=O)([O-])[O-].[Na+].[Na+].[I-].[Na+].Cl[CH2:10][CH2:11][CH2:12][C:13]1([CH:18]2[CH2:23][CH2:22][CH2:21][CH2:20][CH2:19]2)[O:17]CCO1.[CH3:24][CH:25]1[CH:30]([C:31]2[CH:36]=[CH:35][C:34]([OH:37])=[CH:33][CH:32]=2)[CH2:29][CH:28]([CH3:38])[CH2:27][NH:26]1>CN(C)C=O>[CH:18]1([C:13](=[O:17])[CH2:12][CH2:11][CH2:10][N:26]2[CH2:27][CH:28]([CH3:38])[CH2:29][CH:30]([C:31]3[CH:32]=[CH:33][C:34]([OH:37])=[CH:35][CH:36]=3)[CH:25]2[CH3:24])[CH2:19][CH2:20][CH2:21][CH2:22][CH2:23]1 |f:0.1.2,3.4|. Procedure: 0.96 g (9 mmol) of sodium carbonate, 1.35 g (9 mmol) of sodium iodide and 2.1 g (9 mmol) of 2-(3-chloropropyl)-2-cyclohexyl-1,3-dioxolane were added to a solution of 1.7 g (8.3 mmol) of 2,5-dimethyl-3-(4-hydroxyphenyl)piperidine in 10 ml of dimethylformamide and the resulting reaction mixture was stirred at a temperature of 80° C. for 16 hours. After cooling, the reaction mixture was poured on ice and extracted three times with ethyl acetate. After evaporating the organic layer under reduced pre... Reactants: OB(O)c1ccc(F)nc1, CC(C)S(=O)(=O)NC1Cc2ccc(I)cc2C1. Product: CC(C)S(=O)(=O)NC1Cc2ccc(-c3ccc(F)nc3)cc2C1. RXN SMILES: [F:18][c:19]1[cH:20][cH:21][c:22]([B:25]([OH:26])[OH:27])[cH:23][n:24]1.[I:1][c:2]1[cH:3][c:4]2[c:8]([cH:9][cH:10]1)[CH2:7][CH:6]([NH:11][S:12](=[O:13])(=[O:14])[CH:15]([CH3:16])[CH3:17])[CH2:5]2>>[c:2]1(-[c:22]2[cH:21][cH:20][c:19]([F:18])[n:24][cH:23]2)[cH:3][c:4]2[c:8]([cH:9][cH:10]1)[CH2:7][CH:6]([NH:11][S:12](=[O:13])(=[O:14])[CH:15]([CH3:16])[CH3:17])[CH2:5]2.